This data is from the Open Reaction Database (ORD), a public repository of structured organic reaction records. The task is: describe an organic reaction: reactants, conditions, products, and yield The reactants are C(C)(C)(C)OC(=O)N[C@H]1[C@H](N(CCC1)C(=O)OCC1=CC=CC=C1)C ((2R,3R)-benzyl 3-(tert-butoxycarbonylamino)-2-methylpiperidine-1-carboxylate). The reagents and catalysts are [Pd] (Pd/C). Solvent: CC(C)O (IPA). Run at time 12 hour. Yields the product C[C@H]1NCCC[C@H]1NC(OC(C)(C)C)=O (tert-butyl (2R,3R)-2-methylpiperidin-3-ylcarbamate). Yield: 104.1%. RXN SMILES: [C:1]([O:5][C:6]([NH:8][C@@H:9]1[CH2:14][CH2:13][CH2:12][N:11](C(OCC2C=CC=CC=2)=O)[C@@H:10]1[CH3:25])=[O:7])([CH3:4])([CH3:3])[CH3:2]>CC(O)C.[Pd]>[CH3:25][C@@H:10]1[C@H:9]([NH:8][C:6](=[O:7])[O:5][C:1]([CH3:4])([CH3:3])[CH3:2])[CH2:14][CH2:13][CH2:12][NH:11]1. Procedure details: (2R,3R)-Benzyl 3-(tert-butoxycarbonylamino)-2-methylpiperidine-1-carboxylate (308) (1.7 g, 4.9 mmol) was dissolved in IPA (20 mL). 10% Pd/C (1 g) was added and the mixture was hydrogenated on a Parr shaker at 50 psi pressure for 12 hours. The reaction mixture was filtered through celite, and the solvent was removed under reduced pressure to give tert-butyl (2R,3R)-2-methylpiperidin-3-ylcarbamate (310), (1.1 g, 5.1 mmol, 100% yield).